This data is from the Open Reaction Database (ORD), a public repository of structured organic reaction records. The task is: describe an organic reaction: reactants, conditions, products, and yield Starting materials: C1(CCCCC1)NC1=C2C(=NC=C1C(=O)O)NC=C2 (4-(cyclohexylamino)-1H-pyrrolo[2,3-b]pyridine-5-carboxylic acid), ON1N=NC2=C1C=CC=C2 (1-hydroxybenzotriazole), CN(CCCN=C=NCC)C (1-(3-dimethylaminopropyl)-3-ethylcarbodiimide), Cl.CN (methylamine hydrochloride). The solvent is CCOC(=O)C (EtOAc), O (water), CN(C=O)C (N,N-dimethylformamide). Reaction conditions: temperature 55 celsius, time 1 hour. Yields the product C1(CCCCC1)NC1=C2C(=NC=C1C(=O)NC)NC=C2 (4-(cyclohexylamino)-N-methyl-1H-pyrrolo[2,3-b]pyridine-5-carboxamide). The yield is 19.0%. Reaction SMILES: [CH:1]1([NH:7][C:8]2[C:13]([C:14]([OH:16])=O)=[CH:12][N:11]=[C:10]3[NH:17][CH:18]=[CH:19][C:9]=23)[CH2:6][CH2:5][CH2:4][CH2:3][CH2:2]1.O[N:21]1[C:25]2C=CC=CC=2N=N1.CN(C)CCCN=C=NCC.Cl.CN>CN(C)C=O.CCOC(C)=O.O>[CH:1]1([NH:7][C:8]2[C:13]([C:14]([NH:21][CH3:25])=[O:16])=[CH:12][N:11]=[C:10]3[NH:17][CH:18]=[CH:19][C:9]=23)[CH2:2][CH2:3][CH2:4][CH2:5][CH2:6]1 |f:3.4|. Reported procedure: To a solution of 4-(cyclohexylamino)-1H-pyrrolo[2,3-b]pyridine-5-carboxylic acid (25 mg) in N,N-dimethylformamide (0.375 mL) were added 1-hydroxybenzotriazole (19.5 mg),1-(3-dimethylaminopropyl)-3-ethylcarbodiimide (22.5 mg) and methylamine hydrochloride (9.8 mg). The mixture was stirred at 55° C. for 1 hour. To the solution were added water and EtOAc and the mixture was extracted with EtOAc. The extract was washed with water, dried over MgSO4, filtrated and evaporated The residue was purified b... As a reaction SMILES: [CH2:26]1[CH2:27][CH2:28][NH:29][CH2:30]1.[Cl:1][c:2]1[cH:3][c:4]([F:19])[c:5]([NH:12][C:13]([CH:14]=[N:15][O:16][CH3:17])=[O:18])[cH:6][c:7]1[O:8][CH2:9][C:10]#[CH:11].[Cl:20][P:21]([Cl:22])([Cl:23])([Cl:24])[Cl:25].[Cl:37][CH2:38][Cl:39].[cH:31]1[cH:32][cH:33][cH:34][cH:35][cH:36]1>>[Cl:1][c:2]1[cH:3][c:4]([F:19])[c:5]([N:12]=[C:13]([CH:14]=[N:15][O:16][CH3:17])[N:29]2[CH2:28][CH2:27][CH2:26][CH2:30]2)[cH:6][c:7]1[O:8][CH2:9][C:10]#[CH:11]. Starting materials: C1CCNC1, C#CCOc1cc(NC(=O)C=NOC)c(F)cc1Cl, ClP(Cl)(Cl)(Cl)Cl, ClCCl, c1ccccc1. The product is C#CCOc1cc(N=C(C=NOC)N2CCCC2)c(F)cc1Cl. Starting materials: C(=O)(N1C=NC=C1)N1C=NC=C1 (Carbonyldiimidazole), NC1=NC=CC=C1NC1CCN(CC1)C(=O)OC(C)(C)C (2-amino-3-[(1-tert-butoxycarbonylpiperidin-4-yl)amino]pyridine), C(=O)(N1C=NC=C1)N1C=NC=C1 (carbonyldiimidazole). The solvent is C(C)#N (acetonitrile). Reaction conditions: time 8 hour. Yields the product O=C1N(C=2C(=NC=CC2)N1)C1CCN(CC1)C(=O)OC(C)(C)C (2-Oxo-1-(1-tert-butoxycarbonylpiperidin-4-yl)-2,3-dihydro-1H-imidazo[4,5-b]pyridine). The yield is 87.1%. RXN SMILES: [C:1](N1C=CN=C1)(N1C=CN=C1)=[O:2].[NH2:13][C:14]1[C:19]([NH:20][CH:21]2[CH2:26][CH2:25][N:24]([C:27]([O:29][C:30]([CH3:33])([CH3:32])[CH3:31])=[O:28])[CH2:23][CH2:22]2)=[CH:18][CH:17]=[CH:16][N:15]=1>C(#N)C>[O:2]=[C:1]1[NH:13][C:14]2=[N:15][CH:16]=[CH:17][CH:18]=[C:19]2[N:20]1[CH:21]1[CH2:22][CH2:23][N:24]([C:27]([O:29][C:30]([CH3:33])([CH3:32])[CH3:31])=[O:28])[CH2:25][CH2:26]1. Procedure details: Carbonyldiimidazole (0.70 g, 4.33 mmol) was added to a solution of 2-amino-3-[(1-tert-butoxycarbonylpiperidin-4-yl)amino]pyridine (1.15 g, 3.93 mmol) in acetonitrile (150 mL) at room temperature. After several hours, an additional amount of carbonyldiimidazole was added (0.81 g), and the reaction stirred overnight. The acetonitrile was evaporated in vacuo, the residue partitioned between water and chloroform, and the organic phase washed with saturated brine and dried over magnesium sulfate. The... The reactants are CC#N, Cc1ccc(-c2ccnn2C)cc1, O=C1CCC(=O)N1I. The product is Cc1ccc(-c2c(I)cnn2C)cc1. As a reaction SMILES: [CH3:22][C:23]#[N:24].[CH3:9][n:10]1[n:11][cH:12][cH:13][c:14]1-[c:15]1[cH:16][cH:17][c:18]([CH3:21])[cH:19][cH:20]1.[I:1][N:2]1[C:3](=[O:4])[CH2:5][CH2:6][C:7]1=[O:8]>>[I:1][c:13]1[cH:12][n:11][n:10]([CH3:9])[c:14]1-[c:15]1[cH:16][cH:17][c:18]([CH3:21])[cH:19][cH:20]1. Starting materials: CC(C)(C)OC(=O)CN1CCC(C(=O)O)C1, [Li], Nc1ccc(O)c(Cl)c1, CN(C)C=O, On1nnc2ccccc21. RXN SMILES: [C:1]([CH3:2])([CH3:3])([CH3:4])[O:5][C:6](=[O:7])[CH2:8][N:9]1[CH2:10][CH:11]([C:14](=[O:15])[OH:16])[CH2:12][CH2:13]1.[Li:17].[NH2:28][c:29]1[cH:30][c:31]([Cl:36])[c:32]([OH:35])[cH:33][cH:34]1.[O:37]=[CH:38][N:39]([CH3:40])[CH3:41].[OH:18][n:19]1[c:20]2[c:21]([cH:22][cH:23][cH:24][cH:25]2)[n:26][n:27]1>>[C:1]([CH3:2])([CH3:3])([CH3:4])[O:5][C:6](=[O:7])[CH2:8][N:9]1[CH2:10][CH:11]([C:14](=[O:16])[NH:28][c:29]2[cH:30][c:31]([Cl:36])[c:32]([OH:35])[cH:33][cH:34]2)[CH2:12][CH2:13]1. Yields the product CC(C)(C)OC(=O)CN1CCC(C(=O)Nc2ccc(O)c(Cl)c2)C1. Reactants: ClC=1SC2=C(N1)C=CC(=C2)C#N (2-chlorobenzothiazole-6-carbonitrile), C1(CC1)N1CCNCC1 (1-cyclopropyl-piperazine), [Cl-].[NH4+] (ammonium chloride). Solvent: C(CCC)O (butan-1-ol). The product is C1(CC1)N1CCN(CC1)C=1SC2=C(N1)C=CC(=C2)C#N (2-(4-cyclopropylpiperazin-1-yl)-benzothiazole-6-carbonitrile). The yield is 43.0%. RXN SMILES: Cl[C:2]1[S:3][C:4]2[CH:10]=[C:9]([C:11]#[N:12])[CH:8]=[CH:7][C:5]=2[N:6]=1.[CH:13]1([N:16]2[CH2:21][CH2:20][NH:19][CH2:18][CH2:17]2)[CH2:15][CH2:14]1.[Cl-].[NH4+]>C(O)CCC>[CH:13]1([N:16]2[CH2:21][CH2:20][N:19]([C:2]3[S:3][C:4]4[CH:10]=[C:9]([C:11]#[N:12])[CH:8]=[CH:7][C:5]=4[N:6]=3)[CH2:18][CH2:17]2)[CH2:15][CH2:14]1 |f:2.3|. Reported procedure: A suspension of 2-chlorobenzothiazole-6-carbonitrile (3.5 g, 18 mmol), 1-cyclopropyl-piperazine (3.63 g, 28.8 mmol) and ammonium chloride (0.96 g, 18 mmol) in butan-1-ol (112 mL) was heated at reflux for 48 h. The solvent was removed under reduced pressure and the residue was diluted with water (30 mL). The mixture was made alkaline with potassium carbonate and extracted with CH2Cl2 (3×20 mL). The combined organic extracts were concentrated to give a residue which was purified by column chromato... Reactants: O=C([O-])[O-], CO, [K+], [K+], COC(=O)Oc1cccc2oc(C(=O)Nc3ccccc3)c(C)c12. Yields the product Cc1c(C(=O)Nc2ccccc2)oc2cccc(O)c12. As a reaction SMILES: [C:25](=[O:26])([O-:27])[O-:28].[CH3:31][OH:32].[K+:29].[K+:30].[c:1]1([NH:7][C:8](=[O:9])[c:10]2[o:11][c:12]3[c:13]([c:14]2[CH3:15])[c:16]([O:20][C:21]([O:22][CH3:23])=[O:24])[cH:17][cH:18][cH:19]3)[cH:2][cH:3][cH:4][cH:5][cH:6]1>>[c:1]1([NH:7][C:8](=[O:9])[c:10]2[o:11][c:12]3[c:13]([c:14]2[CH3:15])[c:16]([OH:20])[cH:17][cH:18][cH:19]3)[cH:2][cH:3][cH:4][cH:5][cH:6]1. Reactants: O=C1CCC(=O)N1Br, CSc1nc(Nc2cccc(C(F)(F)F)c2)c2c(=O)[nH]ccc2n1, CN(C)C=O. The product is CSc1nc(Nc2cccc(C(F)(F)F)c2)c2c(=O)[nH]cc(Br)c2n1. As a reaction SMILES: [Br:25][N:26]1[C:27](=[O:28])[CH2:29][CH2:30][C:31]1=[O:32].[CH3:1][S:2][c:3]1[n:4][c:5]([NH:14][c:15]2[cH:16][c:17]([C:21]([F:22])([F:23])[F:24])[cH:18][cH:19][cH:20]2)[c:6]2[c:7]([n:8]1)[cH:9][cH:10][nH:11][c:12]2=[O:13].[O:33]=[CH:34][N:35]([CH3:36])[CH3:37]>>[CH3:1][S:2][c:3]1[n:4][c:5]([NH:14][c:15]2[cH:16][c:17]([C:21]([F:22])([F:23])[F:24])[cH:18][cH:19][cH:20]2)[c:6]2[c:7]([n:8]1)[c:9]([Br:25])[cH:10][nH:11][c:12]2=[O:13]. Reactants: N1=NC=CC=C1 (pyridazine), FC1=C(C(=C(C(=C1S(=O)(=O)Cl)F)F)F)F (pentafluorobenzenesulfonyl chloride). The product is FC1=CC=C(C=C1)C1=NN(CCC1)S(=O)(=O)C1=C(C(=C(C(=C1F)F)F)F)F (3-(4-Fluorophenyl)-1-(pentafluorobenzenesulfonyl)-1,4,5,6-tetrahydropyridazine). As a reaction SMILES: [N:1]1[CH:6]=[CH:5][CH:4]=[CH:3][N:2]=1.[F:7][C:8]1[C:13]([S:14](Cl)(=[O:16])=[O:15])=[C:12]([F:18])[C:11]([F:19])=[C:10]([F:20])[C:9]=1[F:21]>>[F:7][C:8]1[CH:13]=[CH:12][C:11]([C:6]2[CH2:5][CH2:4][CH2:3][N:2]([S:14]([C:13]3[C:8]([F:7])=[C:9]([F:21])[C:10]([F:20])=[C:11]([F:19])[C:12]=3[F:18])(=[O:16])=[O:15])[N:1]=2)=[CH:10][CH:9]=1. Procedure: The title compound was prepared as described in Example 3 starting with pyridazine (1C) (R1 =4-F) and pentafluorobenzenesulfonyl chloride to give a solid: mp 140°-141° C.